Dataset: the Open Reaction Database (ORD), a public repository of structured organic reaction records. Task: describe an organic reaction: reactants, conditions, products, and yield Reactants: FC(C=1C=C(CN([C@@H]2C3=C(N(CCC2)C(=O)Cl)C=C(C(=C3)C)C(F)(F)F)C=3N=NN(N3)C)C=C(C1)C(F)(F)F)(F)F ((S)-5-[(3,5-Bis-trifluoromethyl-benzyl)-(2-methyl-2H-tetrazol-5-yl)-amino]-7-methyl-8-trifluoromethyl-2,3,4,5-tetrahydro-benzo[b]azepine-1-carbonyl chloride), C(C)(C)(C)OC(NCCO)=O ((2-Hydroxy-ethyl)-carbamic acid tert-butyl ester), CN(C)C1=NC=CC=C1 (dimethylaminopyridine), [H-].[Na+] (sodium hydride), C(C)(=O)OCC (ethyl acetate). Run in CN(C=O)C (dimethylformamide), O (water), ClCCl (dichloromethane). Reaction conditions: time 0.5 hour. The product is NCCOC(=O)N1C2=C([C@H](CCC1)N(C=1N=NN(N1)C)CC1=CC(=CC(=C1)C(F)(F)F)C(F)(F)F)C=C(C(=C2)C(F)(F)F)C ((S)-5-[(3,5-Bis-trifluoromethyl-benzyl)-(2-methyl-2H-tetrazol-5-yl)-amino]-7-methyl-8-trifluoromethyl-2,3,4,5-tetrahydro-benzo[b]azepine-1-carboxylic acid 2-amino-ethyl ester). Reaction SMILES: [F:1][C:2]([F:41])([F:40])[C:3]1[CH:4]=[C:5]([CH:33]=[C:34]([C:36]([F:39])([F:38])[F:37])[CH:35]=1)[CH2:6][N:7]([C:27]1[N:28]=[N:29][N:30]([CH3:32])[N:31]=1)[C@H:8]1[CH2:14][CH2:13][CH2:12][N:11](C(Cl)=O)[C:10]2[CH:18]=[C:19]([C:23]([F:26])([F:25])[F:24])[C:20]([CH3:22])=[CH:21][C:9]1=2.C(OC(=O)[NH:48]CCO)(C)(C)C.CN(C1C=CC=CN=1)C.[H-].[Na+].[C:64]([O:67][CH2:68][CH3:69])(=[O:66])C>CN(C)C=O.O.ClCCl>[NH2:48][CH2:69][CH2:68][O:67][C:64]([N:11]1[CH2:12][CH2:13][CH2:14][C@H:8]([N:7]([CH2:6][C:5]2[CH:4]=[C:3]([C:2]([F:41])([F:40])[F:1])[CH:35]=[C:34]([C:36]([F:39])([F:38])[F:37])[CH:33]=2)[C:27]2[N:28]=[N:29][N:30]([CH3:32])[N:31]=2)[C:9]2[CH:21]=[C:20]([CH3:22])[C:19]([C:23]([F:26])([F:25])[F:24])=[CH:18][C:10]1=2)=[O:66] |f:3.4|. Reported procedure: To a solution of (S)-5-[(3,5-Bis-trifluoromethyl-benzyl)-(2-methyl-2H-tetrazol-5-yl)-amino]-7-methyl-8-trifluoromethyl-2,3,4,5-tetrahydro-benzo[b]azepine-1-carbonyl chloride (0.08 mmol) in dimethylformamide (3 mL), add (2-Hydroxy-ethyl)-carbamic acid tert-butyl ester (0.24 mmol) and dimethylaminopyridine (0.08 mmol). Next, add sodium hydride (0.24 mmol) and stir at room temperature for 0.5 h. Quench the reaction with water (15 mL) and dilute with ethyl acetate (10 mL). Separate the organic phase...